describe an organic reaction: reactants, conditions, products, and yield From a dataset of the Open Reaction Database (ORD), a public repository of structured organic reaction records. Reactants: BrC1=CC=C(C=C1)CC(C(=O)O)CNC(=O)OC(C)(C)C (3-(4-bromo-phenyl)-2-(tert-butoxycarbonylamino-methyl)-propionic acid), C(=O)([O-])[O-].[K+].[K+] (K2CO3), C1=CC=C(C=C1)CBr (BnBr). The solvent is CN(C)C=O (DMF), [Cl-].[Na+].O (brine). Conditions: time 60 hour. Yields the product BrC1=CC=C(CC(C(=O)OCC2=CC=CC=C2)CNC(=O)OC(C)(C)C)C=C1 (benzyl 2-(4-bromobenzyl)-3-(tert-butoxycarbonylamino)propanoate). The yield is 7.1%. Reaction SMILES: [Br:1][C:2]1[CH:7]=[CH:6][C:5]([CH2:8][CH:9]([CH2:13][NH:14][C:15]([O:17][C:18]([CH3:21])([CH3:20])[CH3:19])=[O:16])[C:10]([OH:12])=[O:11])=[CH:4][CH:3]=1.C([O-])([O-])=O.[K+].[K+].[CH:28]1[CH:33]=[CH:32][C:31]([CH2:34]Br)=[CH:30][CH:29]=1>CN(C=O)C.[Cl-].[Na+].O>[Br:1][C:2]1[CH:3]=[CH:4][C:5]([CH2:8][CH:9]([CH2:13][NH:14][C:15]([O:17][C:18]([CH3:21])([CH3:20])[CH3:19])=[O:16])[C:10]([O:12][CH2:34][C:31]2[CH:32]=[CH:33][CH:28]=[CH:29][CH:30]=2)=[O:11])=[CH:6][CH:7]=1 |f:1.2.3,6.7.8|. Procedure details: A suspension of 3-(4-bromo-phenyl)-2-(tert-butoxycarbonylamino-methyl)-propionic acid (496 mg, 1.385 mmol), K2CO3 (383 mg, 2.77 mmol) and BnBr (0.493 ml, 4.15 mmol) in DMF (3 ml) was allowed to stir under nitrogen for 60 hours. The reaction mixture was cooled, and brine was added. The product was extracted with EtOAc, washed with brine, dried over MgSO4, filtered, and concentrated under reduced pressure. The residue was purified by flash column chromatography on silica gel (eluent: heptane/EtOAc... Reactants: OC(c1ccc(Br)cc1)(C(F)(F)F)C(F)(F)F, Cc1ccccc1, CC(C)(C)[O-], CC(C)Oc1cccc(OC(C)C)c1-c1ccccc1P(C1CCCCC1)C1CCCCC1, C1CNC(C2CC2)CN1, [Na+], O=C(C=Cc1ccccc1)C=Cc1ccccc1, O=C(C=Cc1ccccc1)C=Cc1ccccc1, O=C(C=Cc1ccccc1)C=Cc1ccccc1, O, [Pd], [Pd]. Yields the product OC(c1ccc(N2CCNC(C3CC3)C2)cc1)(C(F)(F)F)C(F)(F)F. RXN SMILES: [Br:16][c:17]1[cH:18][cH:19][c:20]([C:23]([C:24]([F:25])([F:26])[F:27])([C:28]([F:29])([F:30])[F:31])[OH:32])[cH:21][cH:22]1.[CH3:123][c:124]1[cH:125][cH:126][cH:127][cH:128][cH:129]1.[CH3:1][C:2]([CH3:3])([O-:4])[CH3:5].[CH:33]1([P:34]([CH:35]2[CH2:36][CH2:37][CH2:38][CH2:39][CH2:40]2)[c:41]2[cH:42][cH:43][cH:44][cH:45][c:46]2-[c:47]2[c:48]([O:49][CH:50]([CH3:51])[CH3:52])[cH:53][cH:54][cH:55][c:56]2[O:57][CH:58]([CH3:59])[CH3:60])[CH2:61][CH2:62][CH2:63][CH2:64][CH2:65]1.[CH:7]1([CH:10]2[NH:11][CH2:12][CH2:13][NH:14][CH2:15]2)[CH2:8][CH2:9]1.[Na+:6].[O:105]=[C:106]([CH:107]=[CH:108][c:109]1[cH:110][cH:111][cH:112][cH:113][cH:114]1)[CH:115]=[CH:116][c:117]1[cH:118][cH:119][cH:120][cH:121][cH:122]1.[O:69]=[C:70]([CH:71]=[CH:72][c:73]1[cH:74][cH:75][cH:76][cH:77][cH:78]1)[CH:79]=[CH:80][c:81]1[cH:82][cH:83][cH:84][cH:85][cH:86]1.[O:87]=[C:88]([CH:89]=[CH:90][c:91]1[cH:92][cH:93][cH:94][cH:95][cH:96]1)[CH:97]=[CH:98][c:99]1[cH:100][cH:101][cH:102][cH:103][cH:104]1.[OH2:66].[Pd:67].[Pd:68]>>[CH:7]1([CH:10]2[NH:11][CH2:12][CH2:13][N:14]([c:17]3[cH:18][cH:19][c:20]([C:23]([C:24]([F:25])([F:26])[F:27])([C:28]([F:29])([F:30])[F:31])[OH:32])[cH:21][cH:22]3)[CH2:15]2)[CH2:8][CH2:9]1. Reactants: FC=1C=C(C=C(C1NS(=O)(=O)C)F)C(C)NC(=O)C=1N=C(OC1)Cl (2-Chloro-oxazole-4-carboxylic acid [1-(3,5-difluoro-4-methanesulfonylamino-phenyl)-ethyl]-amide), FC(C1=CC=C(C=C1)O)(F)F (4-trifluoromethyl phenol). Yields the product FC=1C=C(C=C(C1NS(=O)(=O)C)F)C(C)NC(=O)C=1N=C(OC1)OC1=CC=C(C=C1)C(F)(F)F (2-(4-Trifluoromethyl-phenoxy)-oxazole-4-carboxylic acid [1-(3,5-difluoro-4-methanesulfonylamino-phenyl)-ethyl]-amide). Isolated yield 68.5%. As a reaction SMILES: [F:1][C:2]1[CH:3]=[C:4]([CH:14]([NH:16][C:17]([C:19]2[N:20]=[C:21](Cl)[O:22][CH:23]=2)=[O:18])[CH3:15])[CH:5]=[C:6]([F:13])[C:7]=1[NH:8][S:9]([CH3:12])(=[O:11])=[O:10].[F:25][C:26]([F:35])([F:34])[C:27]1[CH:32]=[CH:31][C:30]([OH:33])=[CH:29][CH:28]=1>>[F:1][C:2]1[CH:3]=[C:4]([CH:14]([NH:16][C:17]([C:19]2[N:20]=[C:21]([O:33][C:30]3[CH:31]=[CH:32][C:27]([C:26]([F:25])([F:34])[F:35])=[CH:28][CH:29]=3)[O:22][CH:23]=2)=[O:18])[CH3:15])[CH:5]=[C:6]([F:13])[C:7]=1[NH:8][S:9]([CH3:12])(=[O:11])=[O:10]. Reported procedure: 2-Chloro-oxazole-4-carboxylic acid [1-(3,5-difluoro-4-methanesulfonylamino-phenyl)-ethyl]-amide (50 mg, 0.13 mmol) was reacted with 4-trifluoromethyl phenol (43 mg, 0.26 mmol) to give the title compound (45 mg, 67%) after purification by column chromatography (gradient 12% to 100% EtOAc in n-hexane). Reactants: C(C=C)B1OC(C(O1)(C)C)(C)C (2-allyl-4,4,5,5-tetramethyl-1,3,2-dioxaborolane), BrC=1C(N(C=CC1)C1=C(C=C(C=C1)[N+](=O)[O-])C)=O (3-Bromo-1-(2-methyl-4-nitrophenyl)pyridin-2(1H)-one), [F-].[Cs+] (caesium fluoride), tetrakis-(triphenylphosphine)palladium(0). Run in ClCCl (dichloromethane), O (water), C1CCOC1 (THF), C1CCOC1 (THF). Product: C(C=C)C=1C(N(C=CC1)C1=C(C=C(C=C1)[N+](=O)[O-])C)=O (3-Allyl-1-(2-methyl-4-nitrophenyl)pyridin-2(1H)-one). RXN SMILES: Br[C:2]1[C:3](=[O:18])[N:4]([C:8]2[CH:13]=[CH:12][C:11]([N+:14]([O-:16])=[O:15])=[CH:10][C:9]=2[CH3:17])[CH:5]=[CH:6][CH:7]=1.[F-].[Cs+].[CH2:21](B1OC(C)(C)C(C)(C)O1)[CH:22]=[CH2:23]>C1COCC1.ClCCl.O>[CH2:23]([C:2]1[C:3](=[O:18])[N:4]([C:8]2[CH:13]=[CH:12][C:11]([N+:14]([O-:16])=[O:15])=[CH:10][C:9]=2[CH3:17])[CH:5]=[CH:6][CH:7]=1)[CH:22]=[CH2:21] |f:1.2|. Procedure details: In a flask which had been dried by heating, 1.50 g (4.85 mmol) of the compound from Example 12A, 1.44 g (9.46 mmol) of caesium fluoride and 0.56 g (0.48 mmol) of tetrakis-(triphenylphosphine)palladium(0) are initially charged in 30 ml of degassed THF. A solution of 2.04 g (12.1 mmol) of 2-allyl-4,4,5,5-tetramethyl-1,3,2-dioxaborolane in 5 ml of degassed THF is added dropwise, and the mixture is heated at reflux overnight. The mixture is then diluted with dichloromethane, and water is added. Afte... Reactants: N (ammonia), C(CCC)OC1=CC=C(C=C1)S(=O)(=O)Cl (4-n-butoxybenzenesulfonyl chloride). Solvent: O (water). Reaction conditions: temperature 20 celsius, time 0.5 hour. Yields the product C(CCC)OC1=CC=C(C=C1)S(=O)(=O)N (4-n-Butoxybenzenesulfonamide). Reaction SMILES: [NH3:1].[CH2:2]([O:6][C:7]1[CH:12]=[CH:11][C:10]([S:13](Cl)(=[O:15])=[O:14])=[CH:9][CH:8]=1)[CH2:3][CH2:4][CH3:5]>O>[CH2:2]([O:6][C:7]1[CH:12]=[CH:11][C:10]([S:13]([NH2:1])(=[O:15])=[O:14])=[CH:9][CH:8]=1)[CH2:3][CH2:4][CH3:5]. Procedure details: 100 ml of methanolic ammonia solution were added dropwise to 10 g of 4-n-butoxybenzenesulfonyl chloride, while cooling with ice. After the mixture had been stirred at 20° C. for 1/2 hour, water was added, the mixture was acidified to pH 1 to 2 and the product was filtered off with suction, melting point 99° to 101° C. Starting materials: C(C)OC(=O)C=1C(N(C(N(C1)C1=CC=C(C=C1)F)=O)CC)=O (3-Ethyl-1-(4-fluorophenyl)-2,4-dioxo-1,2,3,4-tetrahydro-pyrimidine-5-carboxylic acid ethyl ester), COC=1C=C2C(=CC=NC2=CC1OC)OC1=C(C=C(C=C1)N)F (4-(6,7-Dimethoxyquinolin-4-yloxy)-3-fluorophenylamine), [Li+].[OH-] (LiOH). Run in CO (MeOH), C1CCOC1 (THF). The product is COC=1C=C2C(=CC=NC2=CC1OC)OC1=C(C=C(C=C1)NC(=O)C=1C(N(C(N(C1)C1=CC=C(C=C1)F)=O)CC)=O)F (3-ethyl-1-(4-fluoro-phenyl)-2,4-dioxo-1,2,3,4-tetrahydro-pyrimidine-5-carboxylic acid [4-(6,7-dimethoxy-quinolin-4-yloxy)-3-fluoro-phenyl]-amide). RXN SMILES: C(O[C:4]([C:6]1[C:7](=[O:22])[N:8]([CH2:20][CH3:21])[C:9](=[O:19])[N:10]([C:12]2[CH:17]=[CH:16][C:15]([F:18])=[CH:14][CH:13]=2)[CH:11]=1)=[O:5])C.[Li+].[OH-].[CH3:25][O:26][C:27]1[CH:28]=[C:29]2[C:34](=[CH:35][C:36]=1[O:37][CH3:38])[N:33]=[CH:32][CH:31]=[C:30]2[O:39][C:40]1[CH:45]=[CH:44][C:43]([NH2:46])=[CH:42][C:41]=1[F:47]>CO.C1COCC1>[CH3:25][O:26][C:27]1[CH:28]=[C:29]2[C:34](=[CH:35][C:36]=1[O:37][CH3:38])[N:33]=[CH:32][CH:31]=[C:30]2[O:39][C:40]1[CH:45]=[CH:44][C:43]([NH:46][C:4]([C:6]2[C:7](=[O:22])[N:8]([CH2:20][CH3:21])[C:9](=[O:19])[N:10]([C:12]3[CH:13]=[CH:14][C:15]([F:18])=[CH:16][CH:17]=3)[CH:11]=2)=[O:5])=[CH:42][C:41]=1[F:47] |f:1.2|. Reported procedure: 3-Ethyl-1-(4-fluorophenyl)-2,4-dioxo-1,2,3,4-tetrahydro-pyrimidine-5-carboxylic acid ethyl ester was hydrolyzed with 1N LiOH in MeOH and THF at 65° C. The acid was coupled with 4-(6,7-Dimethoxyquinolin-4-yloxy)-3-fluorophenylamine using the method for example 1 to give 3-ethyl-1-(4-fluoro-phenyl)-2,4-dioxo-1,2,3,4-tetrahydro-pyrimidine-5-carboxylic acid [4-(6,7-dimethoxy-quinolin-4-yloxy)-3-fluoro-phenyl]-amide mp 140-142° C.; LCMS m/z=575 (M+1); 1H NMR (DMSO) δ: 11.18 (s, 1H), 8.49 (d, 1H, J=2....